Dataset: the Open Reaction Database (ORD), a public repository of structured organic reaction records. Task: describe an organic reaction: reactants, conditions, products, and yield Reactants: Cl (HCl), C(C)(C)(C)OC(=O)N1CCN(CC1)C1=NC=NC(=C1)Cl (1-(tert-butoxycarbonyl)-4-(6-chloro-pyrimidin-4-yl)piperazine). Run in C(C)(=O)OCC (ethyl acetate), C(C)(=O)OCC (Ethyl acetate). Conditions: time 3 hour. Yields the product Cl.ClC1=CC(=NC=N1)N1CCNCC1 ((6-chloro-pyrimidin-4-yl)piperazine hydrochloride). The yield is 200.4%. Reaction SMILES: Cl.C(OC([N:9]1[CH2:14][CH2:13][N:12]([C:15]2[CH:20]=[C:19]([Cl:21])[N:18]=[CH:17][N:16]=2)[CH2:11][CH2:10]1)=O)(C)(C)C>C(OCC)(=O)C>[ClH:21].[Cl:21][C:19]1[N:18]=[CH:17][N:16]=[C:15]([N:12]2[CH2:13][CH2:14][NH:9][CH2:10][CH2:11]2)[CH:20]=1 |f:3.4|. Procedure: Ethyl acetate saturated with gaseous HCl was added to a solution of 1-(tert-butoxycarbonyl)-4-(6-chloro-pyrimidin-4-yl)piperazine (16.80 g) in ethyl acetate (50 ml) and the resulting suspension stirred at ambient temperature for 3 hours. Solvent was evaporated to give (6-chloro-pyrimidin-4-yl)piperazine hydrochloride (13.25 g) as a cream solid. Starting materials: [H-].[Na+] (sodium hydride), P(OCC)(OCC)[O-] (diethyl phosphite), C1(=CC=CC=C1)COC[C@]1(CO)[C@@H](OCC2=CC=CC=C2)[C@H](OCC2=CC=CC=C2)[C@H](O1)COCC1=CC=CC=C1 (2,5-anhydro-2-C-[(phenylmethoxy)methyl]-3,4,6-tris-O-(phenylmethyl)-D-glucitol), 1-(trifluoromethanesulfonate), CCCCCC (hexane). The solvent is O1CCCC1 (tetrahydrofuran), O1CCCC1 (tetrahydrofuran), CCOCC (ether), O (water). Reaction conditions: temperature 45 celsius, time 1.5 hour. The product is P(OCC)(OCC)[O-].[Na+] (sodium diethyl phosphite), C(C)OP(=O)(C[C@]1([C@@H](OCC2=CC=CC=C2)[C@H](OCC2=CC=CC=C2)[C@H](O1)COCC1=CC=CC=C1)COCC1=CC=CC=C1)OCC (2,5-Anhydro-1-deoxy-1-(diethoxyphosphinyl)-2-C-[(phenylmethoxy)methyl]-3,4,6-tris-O-(phenylmethyl)-D-glucitol). Reaction SMILES: [H-].[Na+:2].[P:3]([O-:10])([O:7][CH2:8][CH3:9])[O:4][CH2:5][CH3:6].[C:11]1([CH2:17][O:18][CH2:19][C@:20]2([O:42][C@H:41]([CH2:43][O:44][CH2:45][C:46]3[CH:51]=[CH:50][CH:49]=[CH:48][CH:47]=3)[C@@H:32]([O:33][CH2:34][C:35]3[CH:40]=[CH:39][CH:38]=[CH:37][CH:36]=3)[C@@H:23]2[O:24][CH2:25][C:26]2[CH:31]=[CH:30][CH:29]=[CH:28][CH:27]=2)[CH2:21]O)[CH:16]=[CH:15][CH:14]=[CH:13][CH:12]=1.CCCCCC>O1CCCC1.O.CCOCC>[P:3]([O-:10])([O:7][CH2:8][CH3:9])[O:4][CH2:5][CH3:6].[Na+:2].[CH2:5]([O:4][P:3]([O:7][CH2:8][CH3:9])([CH2:21][C@:20]1([CH2:19][O:18][CH2:17][C:11]2[CH:12]=[CH:13][CH:14]=[CH:15][CH:16]=2)[O:42][C@H:41]([CH2:43][O:44][CH2:45][C:46]2[CH:47]=[CH:48][CH:49]=[CH:50][CH:51]=2)[C@@H:32]([O:33][CH2:34][C:35]2[CH:40]=[CH:39][CH:38]=[CH:37][CH:36]=2)[C@@H:23]1[O:24][CH2:25][C:26]1[CH:27]=[CH:28][CH:29]=[CH:30][CH:31]=1)=[O:10])[CH3:6] |f:0.1,8.9|. Procedure details: A fresh solution of sodium diethyl phosphite was prepared from sodium hydride and diethyl phosphite in tetrahydrofuran at a concentration of 2 milliequivalents/ml and added, as described below, to a solution of 260 mg of 2,5-anhydro-2-C-[(phenylmethoxy)methyl]-3,4,6-tris-O-(phenylmethyl)-D-glucitol, 1-(trifluoromethanesulfonate) in 1 ml of tetrahydrofuran. A 0.5 ml portion of the stock solution was added and the mixture stirred 1.5 hours; 0.25 ml was added and stirring continued for 2.5 hours; 0... Starting materials: ClCCl, O=Cc1cc(F)c(O)c(F)c1, CC(C)[Si](OS(=O)(=O)C(F)(F)F)(C(C)C)C(C)C, Cc1cccc(C)n1. Yields the product CC(C)[Si](Oc1c(F)cc(C=O)cc1F)(C(C)C)C(C)C. As a reaction SMILES: [Cl:38][CH2:39][Cl:40].[F:1][c:2]1[cH:3][c:4]([CH:5]=[O:6])[cH:7][c:8]([F:11])[c:9]1[OH:10].[F:20][C:21]([F:22])([F:23])[S:24]([O:25][Si:26]([CH:27]([CH3:28])[CH3:29])([CH:30]([CH3:31])[CH3:32])[CH:33]([CH3:34])[CH3:35])(=[O:36])=[O:37].[n:12]1[c:13]([CH3:14])[cH:15][cH:16][cH:17][c:18]1[CH3:19]>>[F:1][c:2]1[cH:3][c:4]([CH:5]=[O:6])[cH:7][c:8]([F:11])[c:9]1[O:10][Si:26]([CH:27]([CH3:28])[CH3:29])([CH:30]([CH3:31])[CH3:32])[CH:33]([CH3:34])[CH3:35]. Procedure details: M.p. 205°-206° C., from 2-quinoxalinol and isopropyl isocyanoacetate. (Compound 3) Reaction SMILES: [N:1]1[C:10]2[C:5](=[CH:6][CH:7]=[CH:8][CH:9]=2)[N:4]=[CH:3][C:2]=1O.[N+:12]([CH2:14][C:15]([O:17][CH:18]([CH3:20])[CH3:19])=[O:16])#[C-:13]>>[CH:13]1[N:1]2[C:10]3[C:5]([N:4]=[CH:3][C:2]2=[C:14]([C:15]([O:17][CH:18]([CH3:20])[CH3:19])=[O:16])[N:12]=1)=[CH:6][CH:7]=[CH:8][CH:9]=3. Reactants: N1=C(C=NC2=CC=CC=C12)O (2-quinoxalinol), [N+](#[C-])CC(=O)OC(C)C (isopropyl isocyanoacetate), Compound 3. Product: C1=NC(=C2N1C1=CC=CC=C1N=C2)C(=O)OC(C)C (Isopropyl imidazo[1,5-a]quinoxaline-3-carboxylate). Starting materials: CO, O=C[O-], [NH4+], COC(=O)CC(=O)CC(=O)OC, O. As a reaction SMILES: [CH3:18][OH:19].[CH:13]([O-:14])=[O:15].[NH4+:16].[O:1]=[C:2]([CH2:3][C:4](=[O:5])[O:6][CH3:7])[CH2:8][C:9](=[O:10])[O:11][CH3:12].[OH2:17]>>[CH:2]([CH2:3][C:4](=[O:5])[O:6][CH3:7])([CH2:8][C:9](=[O:10])[O:11][CH3:12])[NH2:16]. Yields the product COC(=O)CC(N)CC(=O)OC. Product: S1C(=NC2=C1C=CC=C2)C2=CC=C(C=N2)C=2C=NC(=CC2)C=2OC1=C(N2)C=CC=C1 (2-(6′-(benzo[d]thiazol-2-yl)-3,3′-bipyridin-6-yl)benzo[d]oxazole). Procedure: Following the procedure for 17, 11 (0.558 g, 2.03 mmol), 16 (0.700 g, 2.07 mmol), tetrakis(triphenylphosphine)palladium(0) (117 mg, 102 μmol), Na2CO3 (1.59 g, 15.0 mmol), H2O (15 mL) and THF (25 mL) yielded an insoluble white solid (0.70 g, 84%) after filtration. The reagents and catalysts are C=1C=CC(=CC1)[P](C=2C=CC=CC2)(C=3C=CC=CC3)[Pd]([P](C=4C=CC=CC4)(C=5C=CC=CC5)C=6C=CC=CC6)([P](C=7C=CC=CC7)(C=8C=CC=CC8)C=9C=CC=CC9)[P](C=1C=CC=CC1)(C=1C=CC=CC1)C=1C=CC=CC1 (tetrakis(triphenylphosphine)palladium(0)). As a reaction SMILES: Br[C:2]1[CH:3]=[CH:4][C:5]([C:8]2[O:9][C:10]3[CH:16]=[CH:15][CH:14]=[CH:13][C:11]=3[N:12]=2)=[N:6][CH:7]=1.CC1(C)C(C)(C)OB([C:25]2[CH:26]=[CH:27][C:28]([C:31]3[S:32][C:33]4[CH:39]=[CH:38][CH:37]=[CH:36][C:34]=4[N:35]=3)=[N:29][CH:30]=2)O1.C([O-])([O-])=O.[Na+].[Na+].O>C1C=CC([P]([Pd]([P](C2C=CC=CC=2)(C2C=CC=CC=2)C2C=CC=CC=2)([P](C2C=CC=CC=2)(C2C=CC=CC=2)C2C=CC=CC=2)[P](C2C=CC=CC=2)(C2C=CC=CC=2)C2C=CC=CC=2)(C2C=CC=CC=2)C2C=CC=CC=2)=CC=1.C1COCC1>[S:32]1[C:33]2[CH:39]=[CH:38][CH:37]=[CH:36][C:34]=2[N:35]=[C:31]1[C:28]1[N:29]=[CH:30][C:25]([C:2]2[CH:7]=[N:6][C:5]([C:8]3[O:9][C:10]4[CH:16]=[CH:15][CH:14]=[CH:13][C:11]=4[N:12]=3)=[CH:4][CH:3]=2)=[CH:26][CH:27]=1 |f:2.3.4,^1:51,53,72,91|. The solvent is C1CCOC1 (THF). The reactants are BrC=1C=CC(=NC1)C=1OC2=C(N1)C=CC=C2 (2-(5-bromopyridin-2-yl)benzo[d]oxazole), O (H2O), CC1(OB(OC1(C)C)C=1C=CC(=NC1)C=1SC2=C(N1)C=CC=C2)C (2-(5-(4,4,5,5-tetramethyl-1,3,2-dioxaborolan-2-yl)pyridin-2-yl)benzo[d]thiazole), C(=O)([O-])[O-].[Na+].[Na+] (Na2CO3). Isolated yield 84.8%. Starting materials: OC(C=1N=C2C(=NC1)NC=C2C(C(C)(C)C)=O)C2=CC=CC=C2 (1-[2-(Hydroxy-phenyl-methyl)-5H-pyrrolo[2,3-b]pyrazin-7-yl]-2,2-dimethyl-propan-1-one), CC(=O)OI1(C=2C=CC=CC2C(=O)O1)(OC(=O)C)OC(=O)C (Dess-Martin periodinane). The product is C(C1=CC=CC=C1)(=O)C=1N=C2C(=NC1)NC=C2C(C(C)(C)C)=O (1-(2-Benzoyl-5H-pyrrolo[2,3-b]pyrazin-7-yl)-2,2-dimethyl-propan-1-one). As a reaction SMILES: [OH:1][CH:2]([C:18]1[CH:23]=[CH:22][CH:21]=[CH:20][CH:19]=1)[C:3]1[N:4]=[C:5]2[C:11]([C:12](=[O:17])[C:13]([CH3:16])([CH3:15])[CH3:14])=[CH:10][NH:9][C:6]2=[N:7][CH:8]=1.CC(OI1(OC(C)=O)(OC(C)=O)OC(=O)C2C=CC=CC1=2)=O>>[C:2]([C:3]1[N:4]=[C:5]2[C:11]([C:12](=[O:17])[C:13]([CH3:15])([CH3:14])[CH3:16])=[CH:10][NH:9][C:6]2=[N:7][CH:8]=1)(=[O:1])[C:18]1[CH:19]=[CH:20][CH:21]=[CH:22][CH:23]=1. Procedure details: 1-[2-(Hydroxy-phenyl-methyl)-5H-pyrrolo[2,3-b]pyrazin-7-yl]-2,2-dimethyl-propan-1-one was treated with Dess-Martin periodinane, following general procedures described in these Examples. MP=190-192, (M+H)+=308.